describe an organic reaction: reactants, conditions, products, and yield From a dataset of the Open Reaction Database (ORD), a public repository of structured organic reaction records. Reactants: [N+](=O)([O-])C1=CC(=C(C=C1)C)N1C(C=2C(C1=O)=CC(=CC2)C(N)=O)=O (N-(4-nitro-o-tolyl)-4-carbamoylphthalimide). The reagents and catalysts are [Pt]=O (platinum oxide). Solvent: C(C)(=O)OCC (ethyl acetate). Reaction conditions: time 50 minute. Yields the product NC1=CC(=C(C=C1)C)N1C(C=2C(C1=O)=CC(=CC2)C(N)=O)=O (N-(4-amino-o-tolyl)-4-carbamoylphthalimide). Reaction SMILES: [N+:1]([C:4]1[CH:9]=[CH:8][C:7]([CH3:10])=[C:6]([N:11]2[C:15](=[O:16])[C:14]3=[CH:17][C:18]([C:21](=[O:23])[NH2:22])=[CH:19][CH:20]=[C:13]3[C:12]2=[O:24])[CH:5]=1)([O-])=O>[Pt]=O.C(OCC)(=O)C>[NH2:1][C:4]1[CH:9]=[CH:8][C:7]([CH3:10])=[C:6]([N:11]2[C:15](=[O:16])[C:14]3=[CH:17][C:18]([C:21](=[O:23])[NH2:22])=[CH:19][CH:20]=[C:13]3[C:12]2=[O:24])[CH:5]=1. Reported procedure: The mixture of 1.5 g of N-(4-nitro-o-tolyl)-4-carbamoylphthalimide 200 ml of ethyl acetate and 0.3 g of platinum oxide is hydrogenated at 2.5 atm. and about 40° for 50 minutes. It is filtered, the filtrate concentrated and the precipitate collected, to yield the N-(4-amino-o-tolyl)-4-carbamoylphthalimide melting at 240°-242°. The reactants are OC1=CC=C2C(=CC=NC2=C1)OC=1C=CC(=NC1)NC(=O)C=1C(N(N(C1C)C)C1=CC=CC=C1)=O (N-(5-(7-hydroxyquinolin-4-yloxy)pyridin-2-yl)-2,3-dihydro-1,5-dimethyl-3-oxo-2-phenyl-1H-pyrazole-4-carboxamide), C([O-])([O-])=O.[Cs+].[Cs+] (cesium carbonate), CS(=O)(=O)OC[C@@H]1OC2(CC2)CC1 (((5R)-4-oxaspiro[2.4]heptane-5-yl)methyl methanesulfonate). The solvent is CC(=O)N(C)C (DMA). Yields the product C1CC12O[C@H](CC2)COC2=CC=C1C(=CC=NC1=C2)OC=2C=CC(=NC2)NC(=O)C=2C(N(N(C2C)C)C2=CC=CC=C2)=O (N-(5-(7-(((5R)-4-oxaspiro[2.4]heptane-5-yl)methoxyl)quinolin-4-yloxy)pyridin-2-yl)-2,3-dihydro-1,5-dimethyl-3-oxo-2-phenyl-1H-pyrazol-4-carboxamide). RXN SMILES: [OH:1][C:2]1[CH:11]=[C:10]2[C:5]([C:6]([O:12][C:13]3[CH:14]=[CH:15][C:16]([NH:19][C:20]([C:22]4[C:23](=[O:35])[N:24]([C:29]5[CH:34]=[CH:33][CH:32]=[CH:31][CH:30]=5)[N:25]([CH3:28])[C:26]=4[CH3:27])=[O:21])=[N:17][CH:18]=3)=[CH:7][CH:8]=[N:9]2)=[CH:4][CH:3]=1.C(=O)([O-])[O-].[Cs+].[Cs+].CS(O[CH2:47][C@H:48]1[CH2:54][CH2:53][C:50]2([CH2:52][CH2:51]2)[O:49]1)(=O)=O>CC(N(C)C)=O>[CH2:51]1[C:50]2([CH2:53][CH2:54][C@H:48]([CH2:47][O:1][C:2]3[CH:11]=[C:10]4[C:5]([C:6]([O:12][C:13]5[CH:14]=[CH:15][C:16]([NH:19][C:20]([C:22]6[C:23](=[O:35])[N:24]([C:29]7[CH:30]=[CH:31][CH:32]=[CH:33][CH:34]=7)[N:25]([CH3:28])[C:26]=6[CH3:27])=[O:21])=[N:17][CH:18]=5)=[CH:7][CH:8]=[N:9]4)=[CH:4][CH:3]=3)[O:49]2)[CH2:52]1 |f:1.2.3|. Reported procedure: The title compound was prepared according to the procedure described in Example 2 by using N-(5-(7-hydroxyquinolin-4-yloxy)pyridin-2-yl)-2,3-dihydro-1,5-dimethyl-3-oxo-2-phenyl-1H-pyrazole-4-carboxamide (280 mg, 0.69 mmol), cesium carbonate (1.17 g, 3.45 mmol, Aladdin), and ((5R)-4-oxaspiro[2.4]heptane-5-yl)methyl methanesulfonate (204 mg, 0.99 mmol) in DMA (5 mL). The title compound was purified by a silica gel column chromatography (1:8 (v/v) n-hexane/EtOAc) as a colorless solid (110 mg, 27.6%... Reactants: OBO, COc1ccc(Cl)cc1, O=S(=O)(c1ccc(F)cc1)c1ccc(Br)cc1. The product is COc1ccc(Cl)cc1-c1ccc(S(=O)(=O)c2ccc(F)cc2)cc1. As a reaction SMILES: [BH:18]([OH:19])[OH:20].[Cl:21][c:22]1[cH:23][cH:24][c:25]([O:28][CH3:29])[cH:26][cH:27]1.[F:1][c:2]1[cH:3][cH:4][c:5]([S:8](=[O:9])(=[O:10])[c:11]2[cH:12][cH:13][c:14]([Br:17])[cH:15][cH:16]2)[cH:6][cH:7]1>>[F:1][c:2]1[cH:3][cH:4][c:5]([S:8](=[O:9])(=[O:10])[c:11]2[cH:12][cH:13][c:14](-[c:24]3[cH:23][c:22]([Cl:21])[cH:27][cH:26][c:25]3[O:28][CH3:29])[cH:15][cH:16]2)[cH:6][cH:7]1. Starting materials: BrC1=C(C=CC(=C1)F)S(=O)(=O)NC1=CC=C2C(OCC=3N2C=CC3)=C1C(=O)OC (methyl 7-(2-bromo-4-fluorobenzenesulfonylamino]-4H-benzo[b]pyrrolo[1,2-d][1,4]oxazine-6-carboxylate), BrC1=C(C=CC(=C1)F)S(=O)(=O)NC1=CC=C2C(OCC=3N2C=CC3)=C1C(=O)OC (methyl 7-(2-bromo-4-fluorobenzenesulfonylamino]-4H-benzo[b]pyrrolo[1,2-d][1,4]oxazine-6-carboxylate), C(C)N(C\C=C/[Sn](CCCC)(CCCC)CCCC)CC (N,N-diethyl-N—((Z)-1-tributylstannanylprop-1-en-3-yl)-amine), C(C)N(C\C=C/[Sn](CCCC)(CCCC)CCCC)CC (N,N-diethyl-N—((Z)-1-tributylstannanylprop-1-en-3-yl)-amine). The solvent is O1CCOCC1 (dioxane), CS(=O)C (DMSO). Conditions: temperature 95 celsius. Product: C(C)N(C\C=C/C1=C(C=CC(=C1)F)S(=O)(=O)NC1=CC=C2C(OCC=3N2C=CC3)=C1C(=O)OC)CC (methyl 7-[2-((Z)-3-diethylaminoprop-1-enyl)-4-fluorobenzenesulfonylamino]-4H-benzo[b]pyrrolo[1,2-d][1,4]oxazine-6-carboxylate). Yield: 64.8%. RXN SMILES: Br[C:2]1[CH:7]=[C:6]([F:8])[CH:5]=[CH:4][C:3]=1[S:9]([NH:12][C:13]1[C:25]([C:26]([O:28][CH3:29])=[O:27])=[C:17]2[O:18][CH2:19][C:20]3[N:21]([CH:22]=[CH:23][CH:24]=3)[C:16]2=[CH:15][CH:14]=1)(=[O:11])=[O:10].[CH2:30]([N:32]([CH2:49][CH3:50])[CH2:33]/[CH:34]=[CH:35]\[Sn](CCCC)(CCCC)CCCC)[CH3:31]>O1CCOCC1.CS(C)=O>[CH2:30]([N:32]([CH2:49][CH3:50])[CH2:33]/[CH:34]=[CH:35]\[C:2]1[CH:7]=[C:6]([F:8])[CH:5]=[CH:4][C:3]=1[S:9]([NH:12][C:13]1[C:25]([C:26]([O:28][CH3:29])=[O:27])=[C:17]2[O:18][CH2:19][C:20]3[N:21]([CH:22]=[CH:23][CH:24]=3)[C:16]2=[CH:15][CH:14]=1)(=[O:11])=[O:10])[CH3:31]. Procedure: A mixture of methyl 7-(2-bromo-4-fluorobenzenesulfonylamino]-4H-benzo[b]pyrrolo[1,2-d][1,4]oxazine-6-carboxylate (Intermediate 16, 0.107 g) and N,N-diethyl-N—((Z)-1-tributylstannanylprop-1-en-3-yl)-amine (Intermediate 3, 0.179 g) in dioxane (3 mL) and DMSO (0.3 mL) was degassed and purged with nitrogen. Tris-(dibenzylideneacetone)dipalladium (0) (0.01 g) and tri-tert-butylphosphonium tetrafluoroborate (0.006 g) were added and the mixture was degassed and purged with nitrogen again, then the mixt... Starting materials: COc1cc([N+](=O)[O-])ccc1OCCBr, CO, CCCNCC1CC1, ClCCl. Product: CCCN(CCOc1ccc([N+](=O)[O-])cc1OC)CC1CC1. As a reaction SMILES: [Br:1][CH2:2][CH2:3][O:4][c:5]1[c:6]([O:14][CH3:15])[cH:7][c:8]([N+:11](=[O:12])[O-:13])[cH:9][cH:10]1.[CH3:24][OH:25].[CH:16]1([CH2:19][NH:20][CH2:21][CH2:22][CH3:23])[CH2:17][CH2:18]1.[Cl:26][CH2:27][Cl:28]>>[CH2:2]([CH2:3][O:4][c:5]1[c:6]([O:14][CH3:15])[cH:7][c:8]([N+:11](=[O:12])[O-:13])[cH:9][cH:10]1)[N:20]([CH2:19][CH:16]1[CH2:17][CH2:18]1)[CH2:21][CH2:22][CH3:23]. Reactants: C(CCl)Cl (EDC), C(=O)(O)C=1C=CC2=C(CN(C(C(N2)CC(=O)OC)=O)C)C1 (methyl (±)-7-carboxy-4-methyl-3-oxo-2,3,4,5-tetrahydro-1H-1,4-benzodiazepine-2-acetate), NCC=1NC2=CC=CC=C2C1 (2-aminomethylindole), C=1C=CC2=C(C1)N=NN2O (HOBT), O (H2O), C(C)(C)N(CC)C(C)C (diisopropylethylamine). Solvent: CN(C)C=O (DMF). Yields the product N1C(=CC2=CC=CC=C12)CNC(=O)C=1C=CC2=C(CN(C(C(N2)CC(=O)OC)=O)C)C1 (Methyl (±)-7-[[[(2-indolyl)methyl]amino]carbonyl]-4-methyl-3-oxo-2,3,4,5-tetrahydro-1H-1,4-benzodiazepine-2-acetate). Isolated yield 59.0%. Reaction SMILES: C(Cl)CCl.[C:5]([C:8]1[CH:9]=[CH:10][C:11]2[NH:17][CH:16]([CH2:18][C:19]([O:21][CH3:22])=[O:20])[C:15](=[O:23])[N:14]([CH3:24])[CH2:13][C:12]=2[CH:25]=1)([OH:7])=O.[NH2:26][CH2:27][C:28]1[NH:29][C:30]2[C:35]([CH:36]=1)=[CH:34][CH:33]=[CH:32][CH:31]=2.C1C=CC2N(O)N=NC=2C=1.O.C(N(C(C)C)CC)(C)C>CN(C=O)C>[NH:29]1[C:30]2[C:35](=[CH:34][CH:33]=[CH:32][CH:31]=2)[CH:36]=[C:28]1[CH2:27][NH:26][C:5]([C:8]1[CH:9]=[CH:10][C:11]2[NH:17][CH:16]([CH2:18][C:19]([O:21][CH3:22])=[O:20])[C:15](=[O:23])[N:14]([CH3:24])[CH2:13][C:12]=2[CH:25]=1)=[O:7]. Procedure details: EDC (1.53 g, 7.99 mmol) was added to a solution of methyl (±)-7-carboxy-4-methyl-3-oxo-2,3,4,5-tetrahydro-1H-1,4-benzodiazepine-2-acetate (2.13 g, 7.26 mmol), 2-aminomethylindole (1.06 g, 7.26 mmol), HOBT.H2O (1.08 g, 7.99 mmol) and diisopropylethylamine (1.53 mL, 8.71 mmol) in anhydrous DMF (10 mL) at RT. After 20 h the reaction was concentrated on the rotavap (high vacuum). The residue was taken up in EtOAc and washed sequentially with H2O and 10% Na2CO3 (2×30 mL). Drying (MgSO4), concentratio... The reactants are C(C1=CC=CC=C1)N([C@H]1[C@](CN(CC1)C(=O)OC(C)(C)C)(C(=O)OC)C)[C@H](C)C1=CC=CC=C1 ((3S,4R)-1-tert-Butyl 3-methyl 4-(benzyl((R)-1-phenylethyl)amino)-3-methylpiperidine-1,3-dicarboxylate), C([O-])(O)=O.[Na+] (sodium bicarbonate), C(C1=CC=CC=C1)OC1=CC=C(C=C1)S(=O)(=O)Cl (4-(benzyloxy)benzene-1-sulfonyl chloride), C(Cl)Cl (CH2Cl2). The reagents and catalysts are [Pd] (Palladium on Carbon). Solvent: C(=O)O (formic acid), CO (methanol). Conditions: time 2 hour. Yields the product C(C1=CC=CC=C1)OC1=CC=C(C=C1)S(=O)(=O)N[C@H]1[C@](CN(CC1)C(=O)OC(C)(C)C)(C(=O)OC)C ((3S,4R)-1-tert-butyl 3-methyl 4-(4-(benzyloxy)phenylsulfonamido)-3-methylpiperidine-1,3-dicarboxylate). The yield is 85.2%. Reaction SMILES: C([N:8]([C@@H](C1C=CC=CC=1)C)[C@@H:9]1[CH2:14][CH2:13][N:12]([C:15]([O:17][C:18]([CH3:21])([CH3:20])[CH3:19])=[O:16])[CH2:11][C@:10]1([CH3:26])[C:22]([O:24][CH3:25])=[O:23])C1C=CC=CC=1.[CH2:35]([O:42][C:43]1[CH:48]=[CH:47][C:46]([S:49](Cl)(=[O:51])=[O:50])=[CH:45][CH:44]=1)[C:36]1[CH:41]=[CH:40][CH:39]=[CH:38][CH:37]=1.C(Cl)Cl.C(=O)(O)[O-].[Na+]>C(O)=O.CO.[Pd]>[CH2:35]([O:42][C:43]1[CH:48]=[CH:47][C:46]([S:49]([NH:8][C@@H:9]2[CH2:14][CH2:13][N:12]([C:15]([O:17][C:18]([CH3:19])([CH3:20])[CH3:21])=[O:16])[CH2:11][C@:10]2([CH3:26])[C:22]([O:24][CH3:25])=[O:23])(=[O:51])=[O:50])=[CH:45][CH:44]=1)[C:36]1[CH:37]=[CH:38][CH:39]=[CH:40][CH:41]=1 |f:3.4|. Reported procedure: (3S,4R)-1-tert-Butyl 3-methyl 4-(benzyl((R)-1-phenylethyl)amino)-3-methylpiperidine-1,3-dicarboxylate (4.777 g, 10.24 mmol) was taken up in 100 mL of 4.4% formic acid in methanol. Palladium on Carbon (10%, 1.059 g) was added and the reaction mixture was stirred under a nitrogen atmosphere for 2 h at room temperature. Filtration through celite gave a colorless solution that was concentrated to give a colorless oil. The oil was combined with 4-(benzyloxy)benzene-1-sulfonyl chloride (4.377 g, 15.48... Starting materials: C1CCOC1, [Mg+]C1CCCC1, [Cl-], [Cl-], O=C(OC1CN2CCC1CC2)C(=O)c1ccco1, [NH4+]. The product is O=C(OC1CN2CCC1CC2)C(O)(c1ccco1)C1CCCC1. As a reaction SMILES: [CH2:28]1[O:29][CH2:30][CH2:31][CH2:32]1.[CH:2]1([Mg+:7])[CH2:3][CH2:4][CH2:5][CH2:6]1.[Cl-:1].[Cl-:26].[N:8]12[CH2:9][CH:10]([O:16][C:17]([C:18](=[O:19])[c:20]3[o:21][cH:22][cH:23][cH:24]3)=[O:25])[CH:11]([CH2:12][CH2:13]1)[CH2:14][CH2:15]2.[NH4+:27]>>[CH:2]1([C:18]([C:17]([O:16][CH:10]2[CH2:9][N:8]3[CH2:13][CH2:12][CH:11]2[CH2:14][CH2:15]3)=[O:25])([OH:19])[c:20]2[o:21][cH:22][cH:23][cH:24]2)[CH2:3][CH2:4][CH2:5][CH2:6]1. Reactants: C(C)(C)(C)OC(NCC1=NC=C(C2=CC(=C(C=C12)OC)OC)N)=O ((4-Amino-6,7-dimethoxy-isoquinolin-1-ylmethyl)carbamic acid tert-butyl ester), C(C1=CC=CC=C1)(=O)N=C=S (benzoylisothiocyanate). Solvent: CC(=O)C (acetone). Run at time 2 hour. The product is C(C)(C)(C)OC(NCC1=NC=C(C2=CC(=C(C=C12)OC)OC)NC(=S)N)=O ((6,7-dimethoxy-4-thioureido-isoquinolin-1-ylmethyl)carbamic acid tert-butyl ester). Isolated yield 50.6%. RXN SMILES: [C:1]([O:5][C:6](=[O:24])[NH:7][CH2:8][C:9]1[C:18]2[C:13](=[CH:14][C:15]([O:21][CH3:22])=[C:16]([O:19][CH3:20])[CH:17]=2)[C:12]([NH2:23])=[CH:11][N:10]=1)([CH3:4])([CH3:3])[CH3:2].C([N:33]=[C:34]=[S:35])(=O)C1C=CC=CC=1>CC(C)=O>[C:1]([O:5][C:6](=[O:24])[NH:7][CH2:8][C:9]1[C:18]2[C:13](=[CH:14][C:15]([O:21][CH3:22])=[C:16]([O:19][CH3:20])[CH:17]=2)[C:12]([NH:23][C:34]([NH2:33])=[S:35])=[CH:11][N:10]=1)([CH3:4])([CH3:2])[CH3:3]. Procedure details: (4-Amino-6,7-dimethoxy-isoquinolin-1-ylmethyl)carbamic acid tert-butyl ester (277 mg, 0.831 mmol) was dissolved in dry acetone, and benzoylisothiocyanate (149 mg, 0.914 mmol) was added dropwise. The reaction was stirred at room temperature for 2 h, and was concentrated to yield a yellow solid. This solid was triturated with 50% aqueous EtOH, filtered, and suspended in 10% NaOH (5.0 mL). The reaction mixture was placed in an oil bath that was pre-heated to 98° C. for 1 h, (the solid was dissolved...